This data is from the Open Reaction Database (ORD), a public repository of structured organic reaction records. The task is: describe an organic reaction: reactants, conditions, products, and yield Reactants: O (water), OC=1C=CC(=C(C(=O)O)C1)C (5-hydroxy-2-methylbenzoic acid), C([O-])([O-])=O.[K+].[K+] (potassium carbonate), C(C1=CC=CC=C1)Cl (benzyl chloride). Run in CN(C)C=O (DMF), CC(OCC)=O (EA). Run at temperature 50 celsius, time 2 hour. Yields the product C(C1=CC=CC=C1)OC=1C=CC(=C(C(=O)OCC2=CC=CC=C2)C1)C (benzyl 5-(benzyloxy)-2-methylbenzoate). Reaction SMILES: [OH:1][C:2]1[CH:3]=[CH:4][C:5]([CH3:11])=[C:6]([CH:10]=1)[C:7]([OH:9])=[O:8].C(=O)([O-])[O-].[K+].[K+].[CH2:18](Cl)[C:19]1[CH:24]=[CH:23][CH:22]=[CH:21][CH:20]=1.O>CN(C=O)C.CC(=O)OCC>[CH2:18]([O:1][C:2]1[CH:3]=[CH:4][C:5]([CH3:11])=[C:6]([CH:10]=1)[C:7]([O:9][CH2:11][C:5]1[CH:6]=[CH:10][CH:2]=[CH:3][CH:4]=1)=[O:8])[C:19]1[CH:24]=[CH:23][CH:22]=[CH:21][CH:20]=1 |f:1.2.3|. Procedure: A mixture of 2.6 g of 5-hydroxy-2-methylbenzoic acid (see below), 7.0 g potassium carbonate and 3.8 ml benzyl chloride in 50 ml DMF are stirred at 50° C. for two hours, until the reaction is completed according to TLC analysis. The reaction mixture is portioned between water and EA, and the phases are separated. The organic phase is washed three times with 1 M sodium carbonate solution and once with brine, dried over MgSO4, and the solvent is removed under reduced pressure yielding benzyl 5-(ben... The reactants are CC=O, Clc1nc(N2CCOCC2)c2ccsc2n1. The product is CC(O)c1cc2c(N3CCOCC3)nc(Cl)nc2s1. RXN SMILES: [CH:17]([CH3:18])=[O:19].[Cl:1][c:2]1[n:3][c:4]([N:11]2[CH2:12][CH2:13][O:14][CH2:15][CH2:16]2)[c:5]2[c:6]([n:7]1)[s:8][cH:9][cH:10]2>>[Cl:1][c:2]1[n:3][c:4]([N:11]2[CH2:12][CH2:13][O:14][CH2:15][CH2:16]2)[c:5]2[c:6]([n:7]1)[s:8][c:9]([CH:17]([CH3:18])[OH:19])[cH:10]2. The reactants are C(C)(C)(C)C1=CC(=CC=2CC(OC21)CN)OC ((±)-(7-tert-butyl-5-methoxy-2,3-dihydro-1-benzofuran-2-yl)methylamine), Intermediate 12, C(C)(C)N(CC)C(C)C (diisopropylethylamine), ClC(=O)OCC1=CC=CC=C1 (benzyl chloroformate). The product is C(C1=CC=CC=C1)OC(NCC1OC2=C(C1)C=C(C=C2C(C)(C)C)OC)=O ((±)-benzyl(7-tert-butyl-5-methoxy-2,3-dihydro-1-benzofuran-2-yl)methylcarbamate). Yield: 85.5%. RXN SMILES: [C:1]([C:5]1[C:13]2[O:12][CH:11]([CH2:14][NH2:15])[CH2:10][C:9]=2[CH:8]=[C:7]([O:16][CH3:17])[CH:6]=1)([CH3:4])([CH3:3])[CH3:2].C(N(C(C)C)CC)(C)C.Cl[C:28]([O:30][CH2:31][C:32]1[CH:37]=[CH:36][CH:35]=[CH:34][CH:33]=1)=[O:29]>>[CH2:31]([O:30][C:28](=[O:29])[NH:15][CH2:14][CH:11]1[CH2:10][C:9]2[CH:8]=[C:7]([O:16][CH3:17])[CH:6]=[C:5]([C:1]([CH3:4])([CH3:2])[CH3:3])[C:13]=2[O:12]1)[C:32]1[CH:37]=[CH:36][CH:35]=[CH:34][CH:33]=1. Procedure: Treatment of (±)-(7-tert-butyl-5-methoxy-2,3-dihydro-1-benzofuran-2-yl)methylamine (1.03 g, 3.8 mmol) with diisopropylethylamine (0.735 g, 5.7 mmol) and benzyl chloroformate (0.711 g, 4.2 mmol) generally according to the procedure described for Intermediate 12 gave 1.2 g (59%) of (±)-benzyl(7-tert-butyl-5-methoxy-2,3-dihydro-1-benzofuran-2-yl)methylcarbamate as a colorless oil. Rf=0.51 (silica, ethyl acetate:hexanes 2:8); Anal. calcd. for C22H27NO4 C, 71.52; H, 7.37; N, 3.79. Found C, 71.2; H, 7...